From a dataset of the Open Reaction Database (ORD), a public repository of structured organic reaction records. describe an organic reaction: reactants, conditions, products, and yield Starting materials: Cc1n[nH]cc1Br, CCCCCC, C[Si](C)(C)[N-][Si](C)(C)C, [Cl-], COC(=O)Cl, [Li+], N#N, [NH4+]. Product: COC(=O)n1ncc(Br)c1C. RXN SMILES: [Br:17][c:18]1[c:19]([CH3:23])[n:20][nH:21][cH:22]1.[CH3:11][CH2:12][CH2:13][CH2:14][CH2:15][CH3:16].[CH3:1][Si:2]([N-:3][Si:4]([CH3:5])([CH3:6])[CH3:7])([CH3:8])[CH3:9].[Cl-:31].[Cl:26][C:27](=[O:28])[O:29][CH3:30].[Li+:10].[N:24]#[N:25].[NH4+:32]>>[Br:17][c:18]1[c:19]([CH3:23])[n:20]([C:27](=[O:28])[O:29][CH3:30])[n:21][cH:22]1. Reactants: N1N=C(C2=CC=CC=C12)O (1H-Indazol-3-ol), C(C)N1C=2C(C(=O)OC1=O)=CC=CC2 (N-ethylisatoic anhydride). Product: C(C)NC1=C(C(=O)N2N=C(C3=CC=CC=C23)O)C=CC=C1 (1-(o-Ethylaminobenzoyl)-1H-indazol-3-ol). Isolated yield 47.7%. RXN SMILES: [NH:1]1[C:9]2[C:4](=[CH:5][CH:6]=[CH:7][CH:8]=2)[C:3]([OH:10])=[N:2]1.[CH2:11]([N:13]1C(=O)O[C:16](=[O:17])[C:15]2=[CH:21][CH:22]=[CH:23][CH:24]=[C:14]12)[CH3:12]>>[CH2:11]([NH:13][C:14]1[CH:24]=[CH:23][CH:22]=[CH:21][C:15]=1[C:16]([N:1]1[C:9]2[C:4](=[CH:5][CH:6]=[CH:7][CH:8]=2)[C:3]([OH:10])=[N:2]1)=[O:17])[CH3:12]. Procedure details: 1H-Indazol-3-ol was reacted with N-ethylisatoic anhydride according to the general procedure A above and afforded the desired amine as a canary yellow solid, in 47.7% yield; m.p. 163°-165° C. Starting materials: COC(=O)CCCCCCCBr, [H-], [I-], [Na+], [Na+], CN(C)C=O, O=c1[nH]c2ccccc2s1. Yields the product COC(=O)CCCCCCCn1c(=O)sc2ccccc21. As a reaction SMILES: [CH3:13][O:14][C:15]([CH2:16][CH2:17][CH2:18][CH2:19][CH2:20][CH2:21][CH2:22][Br:23])=[O:24].[H-:2].[I-:26].[Na+:1].[Na+:25].[O:27]=[CH:28][N:29]([CH3:30])[CH3:31].[s:3]1[c:4](=[O:12])[nH:5][c:6]2[c:7]1[cH:8][cH:9][cH:10][cH:11]2>>[s:3]1[c:4](=[O:12])[n:5]([CH2:22][CH2:21][CH2:20][CH2:19][CH2:18][CH2:17][CH2:16][C:15]([O:14][CH3:13])=[O:24])[c:6]2[c:7]1[cH:8][cH:9][cH:10][cH:11]2. The reactants are Cl.C(C)(=O)OCC (hydrochloric acid ethyl acetate), C(C)(C)(C)OC(=O)NC1CN(C1)C=1SC(=C(N1)C)C(=O)OCC (Ethyl 2-{3-[(tert-butoxycarbonyl)amino]azetidin-1-yl}-4-methyl-1,3-thiazole-5-carboxylate), Cl.C(C)(=O)OCC (hydrochloric acid ethyl acetate). The solvent is O1CCOCC1 (1,4-dioxane). Conditions: time 7.5 hour. Product: NC1CN(C1)C=1SC(=C(N1)C)C(=O)OCC (Ethyl 2-(3-aminoazetidin-1-yl)-4-methyl-1,3-thiazole-5-carboxylate). The yield is 79.6%. As a reaction SMILES: Cl.C(OCC)(=O)C.C(OC([NH:15][CH:16]1[CH2:19][N:18]([C:20]2[S:21][C:22]([C:26]([O:28][CH2:29][CH3:30])=[O:27])=[C:23]([CH3:25])[N:24]=2)[CH2:17]1)=O)(C)(C)C>O1CCOCC1>[NH2:15][CH:16]1[CH2:19][N:18]([C:20]2[S:21][C:22]([C:26]([O:28][CH2:29][CH3:30])=[O:27])=[C:23]([CH3:25])[N:24]=2)[CH2:17]1 |f:0.1|. Procedure details: A 4 N hydrochloric acid/ethyl acetate solution (0.96 mL, 3.82 mmol) was added to a solution of ethyl 2-{3-[(tert-butoxycarbonyl)amino]azetidin-1-yl}-4-methyl-1,3-thiazole-5-carboxylate obtained in Example (218a) (261 mg, 0.76 mmol) in 1,4-dioxane (8 mL) at 0° C., and the mixture was stirred at room temperature for 7.5 hours. Then, a 4 N hydrochloric acid/ethyl acetate solution (0.96 mL, 3.82 mmol) was added, and the mixture was further stirred for 45 hours. The reaction solution was concentrated...